From a dataset of the Open Reaction Database (ORD), a public repository of structured organic reaction records. describe an organic reaction: reactants, conditions, products, and yield Starting materials: O=O (oxygene), ClC1=CC=C(C=C1)C (4-chlorotoluene), ON1C(N(C(N(C1=O)O)=O)O)=O (hexahydro-1,3,5-trihydroxy-1,3,5-triazine-2,4,6-trione). The reagents and catalysts are C(C)(=O)[O-].[Co+2].C(C)(=O)[O-] (cobalt(II) acetate). Solvent: C(C)(=O)O (acetic acid). Product: ClC1=CC=C(C(=O)O)C=C1 (4-chlorobenzoic acid), ClC1=CC=C(C=C1)C (4-chlorotoluene). As a reaction SMILES: [Cl:1][C:2]1[CH:7]=[CH:6][C:5]([CH3:8])=[CH:4][CH:3]=1.ON1C(=O)N(O)C(=O)N(O)[C:11]1=[O:20].[O:21]=O>C([O-])(=O)C.[Co+2].C([O-])(=O)C.C(O)(=O)C>[Cl:1][C:2]1[CH:7]=[CH:6][C:5]([C:11]([OH:20])=[O:21])=[CH:4][CH:3]=1.[Cl:1][C:2]1[CH:7]=[CH:6][C:5]([CH3:8])=[CH:4][CH:3]=1 |f:3.4.5|. Procedure details: A mixture of 0.380 g of 4-chlorotoluene, 0.027 g of hexahydro-1,3,5-trihydroxy-1,3,5-triazine-2,4,6-trione (5% by mole relative to 4-chlorotoluene), 5 g of acetic acid and 0.004 g of cobalt(II) acetate.4H2O was stirred at 100° C. in an atmosphere of oxygene gas (1 atm=0.1 MPa) for 14 hours. The resulting product in the reaction mixture was analyzed by gas chromatography and was found to yield 4-chlorobenzoic acid in 99% yield at 100% conversion of 4-chlorotoluene. The yield is 73.0%. Procedure details: Charge a flask with (7R,8aR)-(4-bromo-2-nitro-phenyl)-(hexahydro-pyrrolo[2,1-c][1,4]oxazin-7-yl)-amine (50.9 g, 0.149 mol), (E)-2-((3-fluorodibenzo[b,e]oxepin-11(6H)-ylidene)methyl)-4,4,5,5-tetramethyl-1,3,2-dioxaborolane (57.5 g, 0.163 mol), triphenylphosphine (10.1 g, 39 mmol) and sodium methoxide (19.7 g, 0.346 mol) in tetrahydrofuran (1 L) and methanol (500 mL). Bubble nitrogen through the mixture for 30 min. Add palladium (II) acetate (3.00 g, 13 mmol) and bubble nitrogen through the mixtur... Conditions: temperature 60 celsius, time 30 minute. RXN SMILES: Br[C:2]1[CH:7]=[CH:6][C:5]([NH:8][C@H:9]2[CH2:17][N:16]3[C@@H:11]([CH2:12][O:13][CH2:14][CH2:15]3)[CH2:10]2)=[C:4]([N+:18]([O-:20])=[O:19])[CH:3]=1.[F:21][C:22]1[CH:23]=[CH:24][C:25]2=[C:26]([CH:46]=1)[O:27][CH2:28][C:29]1[CH:45]=[CH:44][CH:43]=[CH:42][C:30]=1/[C:31]/2=[CH:32]\B1OC(C)(C)C(C)(C)O1.C1(P(C2C=CC=CC=2)C2C=CC=CC=2)C=CC=CC=1.C[O-].[Na+]>O1CCCC1.CO.C(OCC)(=O)C.[Cl-].[Na+].O.ClCCl.C(OCC)(=O)C.C([O-])(=O)C.[Pd+2].C([O-])(=O)C>[F:21][C:22]1[CH:23]=[CH:24][C:25]2=[C:26]([CH:46]=1)[O:27][CH2:28][C:29]1[CH:45]=[CH:44][CH:43]=[CH:42][C:30]=1/[C:31]/2=[CH:32]\[C:2]1[CH:7]=[CH:6][C:5]([NH:8][C@H:9]2[CH2:17][N:16]3[C@@H:11]([CH2:12][O:13][CH2:14][CH2:15]3)[CH2:10]2)=[C:4]([N+:18]([O-:20])=[O:19])[CH:3]=1 |f:3.4,7.8.9.10,13.14.15|. Product: FC=1C=CC\2=C(OCC3=C(/C2=C\C2=CC(=C(C=C2)N[C@@H]2C[C@@H]4COCCN4C2)[N+](=O)[O-])C=CC=C3)C1 ((E)-[4-(3-Fluoro-6H-dibenzo[b,e]oxepin-11-ylidenemethyl)-2-nitro-phenyl]-((7R, 8aR)-hexahydro-pyrrolo[2,1-c][1,4]oxazin-7-yl)-amine). The reactants are BrC1=CC(=C(C=C1)N[C@@H]1C[C@@H]2COCCN2C1)[N+](=O)[O-] ((7R,8aR)-(4-bromo-2-nitro-phenyl)-(hexahydro-pyrrolo[2,1-c][1,4]oxazin-7-yl)-amine), FC=1C=CC\2=C(OCC3=C(/C2=C\B2OC(C(O2)(C)C)(C)C)C=CC=C3)C1 ((E)-2-((3-fluorodibenzo[b,e]oxepin-11(6H)-ylidene)methyl)-4,4,5,5-tetramethyl-1,3,2-dioxaborolane), C1(=CC=CC=C1)P(C1=CC=CC=C1)C1=CC=CC=C1 (triphenylphosphine), C[O-].[Na+] (sodium methoxide). Run in ClCCl (dichloromethane), O1CCCC1 (tetrahydrofuran), CO (methanol), C(C)(=O)OCC.[Cl-].[Na+].O (ethyl acetate brine), C(C)(=O)OCC (ethyl acetate). Reagents/catalysts: C(C)(=O)[O-].[Pd+2].C(C)(=O)[O-] (palladium (II) acetate). Reaction conditions: time 3 hour. The product is C(C)(C)(C)OC(=O)N(S(=O)(=O)C)C=1C=C(C(=O)OCC(=O)O)C=CC1OC (2-(3-(N-(tert-butoxycarbonyl)methyl-sulfonamido)-4-methoxybenzoyloxy)acetic acid). The solvent is CO (MeOH), CCOC(=O)C (EtOAc). As a reaction SMILES: [C:1]([O:5][C:6]([N:8]([C:13]1[CH:14]=[C:15]([CH:30]=[CH:31][C:32]=1[O:33][CH3:34])[C:16]([O:18][CH2:19][C:20]([O:22]CC1C=CC=CC=1)=[O:21])=[O:17])[S:9]([CH3:12])(=[O:11])=[O:10])=[O:7])([CH3:4])([CH3:3])[CH3:2]>CO.CCOC(C)=O.[Pd]>[C:1]([O:5][C:6]([N:8]([C:13]1[CH:14]=[C:15]([CH:30]=[CH:31][C:32]=1[O:33][CH3:34])[C:16]([O:18][CH2:19][C:20]([OH:22])=[O:21])=[O:17])[S:9]([CH3:12])(=[O:11])=[O:10])=[O:7])([CH3:4])([CH3:3])[CH3:2]. Reactants: C(C)(C)(C)OC(=O)N(S(=O)(=O)C)C=1C=C(C(=O)OCC(=O)OCC2=CC=CC=C2)C=CC1OC (2-(benzyloxy)-2-oxoethyl 3-(N-(tert-butoxycarbonyl)-methylsulfonamido)-4-methoxybenzoate). Reported procedure: To a solution of 2-(benzyloxy)-2-oxoethyl 3-(N-(tert-butoxycarbonyl)-methylsulfonamido)-4-methoxybenzoate (0.508 g, 1.029 mmol) in MeOH (30 m) and EtOAc (3 ml), 10% w/w Pd/C (a catalytic amount) was added, and the mixture was hydrogenated in a Parr apparatus at 20 psi for 3 hours. The catalyst was filtered off and the filtrate was evaporated to dryness affording 2-(3-(N-(tert-butoxycarbonyl)methyl-sulfonamido)-4-methoxybenzoyloxy)acetic acid (0.387 g, 0.959 mmol, 93% yield, MS/ESI+not detectable... The reagents and catalysts are [Pd] (Pd/C). Yield: 93.2%. Reactants: O1CC1CCCCCCCCCCCCCCCC (1,2-epoxyoctadecane), CNCCO (N-methylethanolamine). The solvent is C(C)O (ethanol). Run at temperature 80 celsius, time 18 hour. The product is OCCN(C)CC(CCCCCCCCCCCCCCCC)O (1-[N-(2-hydroxyethyl)-N-methylamino)-2-octadecanol). The yield is 66.9%. Reaction SMILES: [O:1]1[CH:3]([CH2:4][CH2:5][CH2:6][CH2:7][CH2:8][CH2:9][CH2:10][CH2:11][CH2:12][CH2:13][CH2:14][CH2:15][CH2:16][CH2:17][CH2:18][CH3:19])[CH2:2]1.[CH3:20][NH:21][CH2:22][CH2:23][OH:24]>C(O)C>[OH:24][CH2:23][CH2:22][N:21]([CH2:2][CH:3]([OH:1])[CH2:4][CH2:5][CH2:6][CH2:7][CH2:8][CH2:9][CH2:10][CH2:11][CH2:12][CH2:13][CH2:14][CH2:15][CH2:16][CH2:17][CH2:18][CH3:19])[CH3:20]. Procedure details: A 300-ml flask equipped with a stirrer was charged with 26.85 g (0.1 mol) of 1,2-epoxyoctadecane, 7.51 g (0.1 mol) of N-methylethanolamine and 50 ml of ethanol, and the contents were stirred at 80° C. for 18 hours. After the solvent was distilled off under reduced pressure, the resultant residue was purified by column chromatography on silica gel, thereby obtaining 23.0 g (yield: 67%) of the title compound (IIc-2).